The task is: describe an organic reaction: reactants, conditions, products, and yield. This data is from the Open Reaction Database (ORD), a public repository of structured organic reaction records. The reactants are CCOC(=O)C1=CN=C(O1)N, C1=CN=C(C=C1Cl)Cl. Solvent: COC1=CC=CC=C1. Reaction conditions: temperature 90 celsius. Yield: 0.0%. Reagents/catalysts: C(=O)([O-])[O-].[K+].[K+], CC1(C2=C(C(=CC=C2)P(C3=CC=CC=C3)C4=CC=CC=C4)OC5=C1C=CC=C5P(C6=CC=CC=C6)C7=CC=CC=C7)C, C1=CC=C(C=C1)/C=C/C(=O)/C=C/C2=CC=CC=C2.C1=CC=C(C=C1)/C=C/C(=O)/C=C/C2=CC=CC=C2.C1=CC=C(C=C1)/C=C/C(=O)/C=C/C2=CC=CC=C2.[Pd].[Pd]. Product: CCOC(=O)C1=CN=C(O1)NC2=NC=CC(=C2)Cl. Procedure: Objective: Repeat of optimised conditions found in process research and devellopment screen for an isolated yield.  An activated catalyst solution was prepared by adding TRIS(DIBENZYLIDENEACETONE)DIPALLADIUM(0) (61.3 mg, 0.07 mmol) and (9,9-dimethyl-9H-xanthene-4,5-diyl)bis(diphenylphosphine) (77 mg, 0.13 mmol) to an oven-dried microwave vial. The vial was then capped and purged with nitrogen and anisole (1 mL) was added. The solution was stirred at 50°C for 40 mins, then 90°C for 15 mins (activ... The reactants are Cc1ccc2c(c1)CCCN2, O=[N+]([O-])c1ccccc1F. Yields the product Cc1ccc2c(c1)CCCN2c1ccccc1[N+](=O)[O-]. Reaction SMILES: [CH3:1][c:2]1[cH:3][c:4]2[c:9]([cH:10][cH:11]1)[NH:8][CH2:7][CH2:6][CH2:5]2.[F:12][c:13]1[c:14]([N+:19](=[O:20])[O-:21])[cH:15][cH:16][cH:17][cH:18]1>>[CH3:1][c:2]1[cH:3][c:4]2[c:9]([cH:10][cH:11]1)[N:8]([c:13]1[c:14]([N+:19](=[O:20])[O-:21])[cH:15][cH:16][cH:17][cH:18]1)[CH2:7][CH2:6][CH2:5]2. Starting materials: CCCCc1ccccc1N, O=C(O)CC1CCCCC1. RXN SMILES: [CH2:11]([CH2:12][CH2:13][CH3:14])[c:15]1[c:16]([NH2:17])[cH:18][cH:19][cH:20][cH:21]1.[OH:1][C:2](=[O:3])[CH2:4][CH:5]1[CH2:6][CH2:7][CH2:8][CH2:9][CH2:10]1>>[CH2:2]([CH2:4][CH:5]1[CH2:6][CH2:7][CH2:8][CH2:9][CH2:10]1)[NH:17][c:16]1[c:15]([CH2:11][CH2:12][CH2:13][CH3:14])[cH:21][cH:20][cH:19][cH:18]1. The product is CCCCc1ccccc1NCCC1CCCCC1. Procedure details: Following the procedures described in Example 12, except that 2,4-dichlorophenylboronic acid was used instead of phenylboronic acid, (±)-cis-tert-butyl 8-bromo-6-methoxy-3,3a,4,5-tetrahydro-1H-pyrrolo[3,4-c]quinoline-2(9bH)-carboxylate from Example 11, Part A was converted into the title compound of Example 15. 1H NMR (CDCl3): δ 7.48 (s, 1H), 7.34-7.25 (m, 2H), 6.76 (s, 1H), 6.74 (s, 1H), 4.55 (broad s, 1H), 3.87 (s, 3H), 3.65-3.57 (m, 1H), 3.50-3.25 (overlapping m, 4H), 3.13-2.97 (m, 2H), 2.75-... RXN SMILES: [Cl:1][C:2]1[CH:7]=[C:6]([Cl:8])[CH:5]=[CH:4][C:3]=1B(O)O.Br[C:13]1[CH:22]=[C:21]([O:23][CH3:24])[C:20]2[NH:19][CH2:18][C@@H:17]3[CH2:25][N:26](C(OC(C)(C)C)=O)[CH2:27][C@@H:16]3[C:15]=2[CH:14]=1>>[Cl:1][C:2]1[CH:7]=[C:6]([Cl:8])[CH:5]=[CH:4][C:3]=1[C:13]1[CH:22]=[C:21]([O:23][CH3:24])[C:20]2[NH:19][CH2:18][C@@H:17]3[CH2:25][NH:26][CH2:27][C@@H:16]3[C:15]=2[CH:14]=1. The reactants are ClC1=C(C=CC(=C1)Cl)B(O)O (2,4-dichlorophenylboronic acid), BrC1=CC=2[C@@H]3[C@H](CNC2C(=C1)OC)CN(C3)C(=O)OC(C)(C)C ((±)-cis-tert-Butyl 8-bromo-6-methoxy-3,3a,4,5-tetrahydro-1H-pyrrolo [3,4-c]quinoline-2(9bH)-carboxylate). Yields the product ClC1=C(C=CC(=C1)Cl)C1=CC=2[C@@H]3[C@H](CNC2C(=C1)OC)CNC3 ((±)-cis 8-(2,4-Dichlorophenyl)-6-methoxy-2,3,3a,4,5,9b-hexahydro-1H-pyrrolo[3,4-c]quinoline). Reactants: OCC(CO)(COCc1ccccc1)C1CCCCC1, CCOCC, [Cl-], N, [NH4+], [Na]. Product: OCC(CO)(CO)C1CCCCC1. Reaction SMILES: [CH2:1]([c:2]1[cH:3][cH:4][cH:5][cH:6][cH:7]1)[O:8][CH2:9][C:10]([CH2:11][OH:12])([CH2:13][OH:14])[CH:15]1[CH2:16][CH2:17][CH2:18][CH2:19][CH2:20]1.[CH3:25][CH2:26][O:27][CH2:28][CH3:29].[Cl-:23].[NH3:21].[NH4+:24].[Na:22]>>[OH:8][CH2:9][C:10]([CH2:11][OH:12])([CH2:13][OH:14])[CH:15]1[CH2:16][CH2:17][CH2:18][CH2:19][CH2:20]1. The reactants are ClC1=CC=C(CN2C(=C(C3=CC(=CC=C23)F)SC2=CC=CC=C2)CC(=O)OCC)C=C1 (ethyl 1-(p-chlorobenzyl)-5-fluoro-3-phenylthioindole-2-acetate), O1CCCC1 (tetrahydrofuran). Yields the product ClC1=CC=C(CN2C(=C(C3=CC(=CC=C23)F)SC2=CC=CC=C2)C(C(=O)O)C)C=C1 (1-(p-Chlorobenzyl)-5-fluoro-α-methyl-3-phenylthioindole-2-acetic acid). RXN SMILES: [Cl:1][C:2]1[CH:31]=[CH:30][C:5]([CH2:6][N:7]2[C:15]3[C:10](=[CH:11][C:12]([F:16])=[CH:13][CH:14]=3)[C:9]([S:17][C:18]3[CH:23]=[CH:22][CH:21]=[CH:20][CH:19]=3)=[C:8]2[CH2:24][C:25]([O:27]CC)=[O:26])=[CH:4][CH:3]=1.O1CCC[CH2:33]1>>[Cl:1][C:2]1[CH:3]=[CH:4][C:5]([CH2:6][N:7]2[C:15]3[C:10](=[CH:11][C:12]([F:16])=[CH:13][CH:14]=3)[C:9]([S:17][C:18]3[CH:19]=[CH:20][CH:21]=[CH:22][CH:23]=3)=[C:8]2[CH:24]([CH3:33])[C:25]([OH:27])=[O:26])=[CH:30][CH:31]=1. Procedure details: Following the procedure of Example 6, but using ethyl 1-(p-chlorobenzyl)-5-fluoro-3-phenylthioindole-2-acetate (Example 8, Step 1) as the starting material and tetrahydrofuran as the solvent, the title compound was prepared, mp 80°-82°. Starting materials: C(C)(C)(C)OC(=O)N1CCC(CC1)(C(=O)O)C (1-(tert-Butoxycarbonyl)-4-methylpiperidine-4-carboxylic acid), ClC(C)Cl (dichloroethane), CN(C(OC1=CC(=CC=C1)N)=O)C (3-Aminophenyl dimethylcarbamate), C(CCl)Cl (EDC), C=1C=CC2=C(C1)N=NN2O (HOBT). Reaction conditions: temperature 85 celsius, time 45 minute. The product is CN(C(=O)OC=1C=C(C=CC1)NC(=O)C1(CCN(CC1)C(=O)OC(C)(C)C)C)C (tert-butyl 4-(3-(dimethylcarbamoyloxy)phenylcarbamoyl)-4-methylpiperidine-1-carboxylate). The yield is 50.0%. As a reaction SMILES: [C:1]([O:5][C:6]([N:8]1[CH2:13][CH2:12][C:11]([CH3:17])([C:14]([OH:16])=O)[CH2:10][CH2:9]1)=[O:7])([CH3:4])([CH3:3])[CH3:2].C(Cl)CCl.C1C=CC2N(O)N=NC=2C=1.ClC(Cl)C.[CH3:36][N:37]([CH3:48])[C:38](=[O:47])[O:39][C:40]1[CH:45]=[CH:44][CH:43]=[C:42]([NH2:46])[CH:41]=1>>[CH3:36][N:37]([CH3:48])[C:38]([O:39][C:40]1[CH:41]=[C:42]([NH:46][C:14]([C:11]2([CH3:17])[CH2:10][CH2:9][N:8]([C:6]([O:5][C:1]([CH3:2])([CH3:3])[CH3:4])=[O:7])[CH2:13][CH2:12]2)=[O:16])[CH:43]=[CH:44][CH:45]=1)=[O:47]. Reported procedure: 1-(tert-Butoxycarbonyl)-4-methylpiperidine-4-carboxylic acid (67 mg, 0.28 mmol), EDC (64 mg, 0.33 mmol), HOBT (45 mg, 0.33 mmol) and dichloroethane (2.0 mL) were combined in a pressure rated sealed tube and stirred for 45 min. 3-Aminophenyl dimethylcarbamate (50 mg, 0.28 mmol) was added, and the mixture was heated at 85° C. for 18 hours. The mixture was concentrated and chromatographed (SiO2, 0-2% MeOH:CH2Cl2) to give the title compound in 50% yield. MS (ES+) [M+H]+=406. Starting materials: CC1C(C(CC=C1)(C)C)C(C=CC)=O (1-(2,6,6-trimethyl-cyclohex-3-enyl)-but-2-en-1-one), NCCCNCCCNCCCN (N1-[3-(3-Amino-propylamino)-propyl]-propane-1,3-diamine). The solvent is C(C)O (ethanol). Run at time 24 hour. Yields the product CC(CC(C1C(C=CCC1(C)C)C)=O)NCCCNCCCNCCCNC(CC(=O)C1C(C=CCC1(C)C)C)C (3-[3-(3-{3-[1-methyl-3-oxo-3-(2,6,6-trimethyl-cyclohex-3-enyl)-propylamino]-propylamino}-propylamino)-propylamino]-1-(2,6,6-trimethyl-cyclohex-3-enyl)-butan-1-one). Reaction SMILES: [CH3:1][CH:2]1[CH:7]=[CH:6][CH2:5][C:4]([CH3:9])([CH3:8])[CH:3]1[C:10](=[O:14])[CH:11]=[CH:12][CH3:13].[NH2:15][CH2:16][CH2:17][CH2:18][NH:19][CH2:20][CH2:21][CH2:22][NH:23][CH2:24][CH2:25][CH2:26][NH2:27]>C(O)C>[CH3:13][CH:12]([NH:27][CH2:26][CH2:25][CH2:24][NH:23][CH2:22][CH2:21][CH2:20][NH:19][CH2:18][CH2:17][CH2:16][NH:15][CH:12]([CH3:13])[CH2:11][C:10]([CH:3]1[C:4]([CH3:9])([CH3:8])[CH2:5][CH:6]=[CH:7][CH:2]1[CH3:1])=[O:14])[CH2:11][C:10](=[O:14])[CH:3]1[C:4]([CH3:8])([CH3:9])[CH2:5][CH:6]=[CH:7][CH:2]1[CH3:1]. Reported procedure: To a 0° C. stirred solution of 96 g (0.50 mol) of 1-(2,6,6-trimethyl-cyclohex-3-enyl)-but-2-en-1-one (δ-damascone) in 250 mL of ethanol is added 47 g (0.25 mol) of N1-[3-(3-Amino-propylamino)-propyl]-propane-1,3-diamine. The reaction is allowed to warm to room temperature. After stirring for 24 h, the ethanol is concentrated by rotary evaporation to give 3-[3-(3-{3-[1-methyl-3-oxo-3-(2,6,6-trimethyl-cyclohex-3-enyl)-propylamino]-propylamino}-propylamino)-propylamino]-1-(2,6,6-trimethyl-cyclohex-... The reactants are C1=CC(=C(C(=C1)OO)C(=O)O)C(=O)O (Monoperoxyphthalic acid), magnesium salt, C(C1=CC=CC=C1)(=O)OCC1OCCS1 (2-Benzoyloxymethyl-1,3-Oxathiolane), O (water). The reagents and catalysts are [Br-].C(CCC)[N+](CCCC)(CCCC)CCCC (tetrabutyl ammonium bromide). Run in C(Cl)Cl (methylene chloride). Reaction conditions: time 30 minute. Product: C(C1=CC=CC=C1)(=O)OCC1OCCS1=O (2-Benzoyloxymethyl-3-OXO-1,3-Oxathiolane). Yield: 86.0%. Reaction SMILES: C1C=C([O:7]O)C(C(O)=O)=C(C(O)=O)C=1.[C:15]([O:23][CH2:24][CH:25]1[S:29][CH2:28][CH2:27][O:26]1)(=[O:22])[C:16]1[CH:21]=[CH:20][CH:19]=[CH:18][CH:17]=1.O>[Br-].C([N+](CCCC)(CCCC)CCCC)CCC.C(Cl)Cl>[C:15]([O:23][CH2:24][CH:25]1[S:29](=[O:7])[CH2:28][CH2:27][O:26]1)(=[O:22])[C:16]1[CH:17]=[CH:18][CH:19]=[CH:20][CH:21]=1 |f:3.4|. Procedure: Monoperoxyphthalic acid, magnesium salt (MMPP, 28 g) was added portionwise under vigorous stirring to a mixture of 2-benzoyloxymethyl-1,3-oxathiolane (example 2) (20 g), tetrabutyl ammonium bromide (0.4 g) in methylene chloride (200 ml), and water (200 ml). The mixture was stirred at room temperature for 30 minutes and the organic layer was collected. The aqueous phase was extracted with methylene chloride (3×75 ml) and the combined organic layer was washed first with water (2×100 ml), then with... The reactants are C(C)(C)(C)C1=C(C=CC(C1)(C)C(C)(C)C)O (2,4-di-t-butyl-4-methylphenol). Run in C1(=CC=CC=C1)C.C(C)(C)O (toluene isopropyl alcohol). Product: C=CC1=CC=CC=C1.C=CC=C.C=CC1=CC=CC=C1 (Styrene-Butadiene-Styrene). As a reaction SMILES: [C:1]([C:5]1[CH2:10][C:9](C(C)(C)C)(C)[CH:8]=[CH:7][C:6]=1O)(C)(C)[CH3:2]>C1(C)C=CC=CC=1.C(O)(C)C>[CH2:2]=[CH:1][C:5]1[CH:10]=[CH:9][CH:8]=[CH:7][CH:6]=1.[CH2:2]=[CH:1][CH:5]=[CH2:6].[CH2:2]=[CH:1][C:5]1[CH:10]=[CH:9][CH:8]=[CH:7][CH:6]=1 |f:1.2,3.4.5|. Reported procedure: Following the completion of Step III, 2,4-di-t-butyl-4-methylphenol (one part by weight per hundred parts of total monomers) was added as a 10 weight percent solution in 50/50 (by volume) toluene/isopropyl alcohol, and the polymer recovered by adding the polymerization mixture to isopropyl alcohol. The coagulated polymer was collected by filtration and dried under reduced pressure. Physical properties of the butadiene/styrene teleblock polymer prepared by this procedure are shown in Table I.